This data is from the Open Reaction Database (ORD), a public repository of structured organic reaction records. The task is: describe an organic reaction: reactants, conditions, products, and yield Reactants: aqueous solution, Cl (hydrochloric acid), C(C#CC)N1C(=NC(=C1C(=O)OCC)C(=N)SC)N1CCN(CC1)C(=O)OC(C)(C)C (t-butyl 4-[1-(2-butynyl)-5-ethoxycarbonyl-4-methyl sulfanylcarbonimidoyl-1H-imidazol-2-yl]piperazine-1-carboxylate), C(C)O (ethanol). Reaction conditions: temperature 60 celsius, time 15 hour. Product: C(C#CC)N1C(=NC(=C1C(=O)OCC)C(=O)SC)N1CCN(CC1)C(=O)OC(C)(C)C (t-Butyl 4-[1-(2-butynyl)-5-ethoxycarbonyl-4-methylsulfanylcarbonyl-1H-imidazol-2-yl]piperazine-1-carboxylate). RXN SMILES: Cl.[CH2:2]([N:6]1[C:10]([C:11]([O:13][CH2:14][CH3:15])=[O:12])=[C:9]([C:16]([S:18][CH3:19])=N)[N:8]=[C:7]1[N:20]1[CH2:25][CH2:24][N:23]([C:26]([O:28][C:29]([CH3:32])([CH3:31])[CH3:30])=[O:27])[CH2:22][CH2:21]1)[C:3]#[C:4][CH3:5].C([OH:35])C>>[CH2:2]([N:6]1[C:10]([C:11]([O:13][CH2:14][CH3:15])=[O:12])=[C:9]([C:16]([S:18][CH3:19])=[O:35])[N:8]=[C:7]1[N:20]1[CH2:25][CH2:24][N:23]([C:26]([O:28][C:29]([CH3:31])([CH3:32])[CH3:30])=[O:27])[CH2:22][CH2:21]1)[C:3]#[C:4][CH3:5]. Procedure details: 5 ml of a 2N aqueous solution of hydrochloric acid was added to a 30-ml ethanol solution of 0.55 g of t-butyl 4-[1-(2-butynyl)-5-ethoxycarbonyl-4-methyl sulfanylcarbonimidoyl-1H-imidazol-2-yl]piperazine-1-carboxylate, and the mixture was heated at 60° C. for 5 hours. After the reaction solution had been concentrated under reduced pressure, 25 ml of ethyl acetate and 1N sodium hydroxide solution were added thereto. The aqueous layer was extracted with 25 ml of ethyl acetate, and the organic layer... The reactants are ClC1=CC=C2C(=CN(C2=C1)CC(=O)O)C(=O)N1CCC(CC1)C1=CC=CC=2CCOC21 ({6-chloro-3-[4-(2,3-dihydro-benzofuran-7-yl)-piperidine-1-carbonyl]-indol-1-yl}-acetic acid), C(C)(C)(C)OC(NCCN)=O ((2-amino-ethyl)-carbamic acid tert-butyl ester), Cl (HCl). Yields the product NCCNC(CN1C=C(C2=CC=C(C=C12)Cl)C(=O)N1CCC(CC1)C1=CC=CC=2CCOC21)=O (N-(2-Amino-ethyl)-2-{6-chloro-3-[4-(2,3-dihydro-benzofuran-7-yl)-piperidine-1-carbonyl]-indol-1-yl}-acetamide). As a reaction SMILES: [Cl:1][C:2]1[CH:10]=[C:9]2[C:5]([C:6]([C:15]([N:17]3[CH2:22][CH2:21][CH:20]([C:23]4[C:31]5[O:30][CH2:29][CH2:28][C:27]=5[CH:26]=[CH:25][CH:24]=4)[CH2:19][CH2:18]3)=[O:16])=[CH:7][N:8]2[CH2:11][C:12]([OH:14])=O)=[CH:4][CH:3]=1.C(OC(=O)[NH:38][CH2:39][CH2:40][NH2:41])(C)(C)C.Cl>>[NH2:38][CH2:39][CH2:40][NH:41][C:12](=[O:14])[CH2:11][N:8]1[C:9]2[C:5](=[CH:4][CH:3]=[C:2]([Cl:1])[CH:10]=2)[C:6]([C:15]([N:17]2[CH2:18][CH2:19][CH:20]([C:23]3[C:31]4[O:30][CH2:29][CH2:28][C:27]=4[CH:26]=[CH:25][CH:24]=3)[CH2:21][CH2:22]2)=[O:16])=[CH:7]1. Procedure details: Analogous to general procedure I, the coupling of {6-chloro-3-[4-(2,3-dihydro-benzofuran-7-yl)-piperidine-1-carbonyl]-indol-1-yl}-acetic acid (prepared herein) with (commercially available) (2-amino-ethyl)-carbamic acid tert-butyl ester gave, after treatment with HCl and neutralisation, the title compound.